From a dataset of the Open Reaction Database (ORD), a public repository of structured organic reaction records. describe an organic reaction: reactants, conditions, products, and yield Reactants: OC(C1=CC=CC=C1)P(OC)(OC)=O (dimethyl [hydroxy(phenyl)methyl]phosphonate), C[Si](C)(C)Br (TMSBr). Run in C(Cl)Cl (DCM). Run at time 20 hour. Product: OC(C1=CC=CC=C1)P(O)(O)=O ([hydroxy(phenyl)methyl]phosphonic acid). Yield: 100.2%. Reaction SMILES: [OH:1][CH:2]([P:9](=[O:14])([O:12]C)[O:10]C)[C:3]1[CH:8]=[CH:7][CH:6]=[CH:5][CH:4]=1.C[Si](Br)(C)C>C(Cl)Cl>[OH:1][CH:2]([P:9](=[O:10])([OH:14])[OH:12])[C:3]1[CH:8]=[CH:7][CH:6]=[CH:5][CH:4]=1. Procedure: 4 (0.15 g, 0.69 mmol, 1 eq) was dissolved in dry DCM (5 mL). TMSBr (0.77 mL, 5.52 mmol, 8 eq) was added to the solution under an inert atmosphere. The reaction was stirred for 20 h at room temperature. The solvent was then evaporated, and MeOH (5 mL) was added to the reaction mixture and stirred for 1 h. The solvent was evaporated and the crude product was dissolved in water (5 mL), filtered and freeze dried, yielding 6 as a white powder (130 mg, 70%). 1H NMR (400 MHz, D2O) δ 7.52-7.31 (m, 5H), ... The reactants are C(C)OC(CN1N=C(C=C1N)C1=CN=CS1)OCC (1-(2,2-Diethoxyethyl)-3-(1,3-thiazol-5-yl)-1H-pyrazole-5-amine), BrC1=C(C=CC(=C1)[N+](=O)[O-])C (2-bromo-4-nitrotoluene), CC1(C2=C(C(=CC=C2)P(C3=CC=CC=C3)C4=CC=CC=C4)OC5=C(C=CC=C51)P(C6=CC=CC=C6)C7=CC=CC=C7)C (xantphos), C([O-])([O-])=O.[Cs+].[Cs+] (caesium carbonate). Reagents/catalysts: C(C)(=O)[O-].[Pd+2].C(C)(=O)[O-] (palladium(II) acetate). Run in O1CCOCC1 (1,4-dioxane). Yields the product C(C)OC(CN1N=C(C=C1NC1=C(C=CC(=C1)[N+](=O)[O-])C)C1=CN=CS1)OCC (1-(2,2-Diethoxyethyl)-N-(2-methyl-5-nitrophenyl)-3-(1,3-thiazol-5-yl)-1H-pyrazole-5-amine). Reaction SMILES: [CH2:1]([O:3][CH:4]([O:17][CH2:18][CH3:19])[CH2:5][N:6]1[C:10]([NH2:11])=[CH:9][C:8]([C:12]2[S:16][CH:15]=[N:14][CH:13]=2)=[N:7]1)[CH3:2].Br[C:21]1[CH:26]=[C:25]([N+:27]([O-:29])=[O:28])[CH:24]=[CH:23][C:22]=1[CH3:30].CC1(C)C2C(=C(P(C3C=CC=CC=3)C3C=CC=CC=3)C=CC=2)OC2C(P(C3C=CC=CC=3)C3C=CC=CC=3)=CC=CC1=2.C(=O)([O-])[O-].[Cs+].[Cs+]>O1CCOCC1.C([O-])(=O)C.[Pd+2].C([O-])(=O)C>[CH2:18]([O:17][CH:4]([O:3][CH2:1][CH3:2])[CH2:5][N:6]1[C:10]([NH:11][C:21]2[CH:26]=[C:25]([N+:27]([O-:29])=[O:28])[CH:24]=[CH:23][C:22]=2[CH3:30])=[CH:9][C:8]([C:12]2[S:16][CH:15]=[N:14][CH:13]=2)=[N:7]1)[CH3:19] |f:3.4.5,7.8.9|. Procedure details: Under nitrogen, 2.93 g (10.4 mmol) of the compound of Example 81A together with 2.47 g (11.4 mmol) of 2-bromo-4-nitrotoluene, 233 mg (1.04 mmol) of palladium(II) acetate, 901 mg (1.56 mmol) of xantphos [4,5-bis(diphenylphosphino)-9,9-dimethylxanthene] and 10.2 g (31.1 mmol) of caesium carbonate in 43 ml of 1,4-dioxane were heated under reflux for 3 h. After cooling, the mixture was filtered through Celite, the filter cake was washed with ethyl acetate and the filtrate was concentrated under redu... Reactants: [Br-], Cc1cc(C=O)c(C)s1, [Mg+]C1CCCCC1, [Cl-], [NH4+], C1CCOC1, C1CCOC1. Product: Cc1cc(C(O)C2CCCCC2)c(C)s1. As a reaction SMILES: [Br-:15].[CH3:1][c:2]1[s:3][c:4]([CH3:9])[cH:5][c:6]1[CH:7]=[O:8].[CH:16]1([Mg+:22])[CH2:17][CH2:18][CH2:19][CH2:20][CH2:21]1.[Cl-:23].[NH4+:24].[O:10]1[CH2:11][CH2:12][CH2:13][CH2:14]1.[O:25]1[CH2:26][CH2:27][CH2:28][CH2:29]1>>[CH3:1][c:2]1[s:3][c:4]([CH3:9])[cH:5][c:6]1[CH:7]([OH:8])[CH:16]1[CH2:17][CH2:18][CH2:19][CH2:20][CH2:21]1. Reactants: CC(C)([O-])C.[K+] (potassium tert-butoxide), FC1=CC=C(CC#N)C=C1 (4-fluorobenzylcyanide), ClC1=C(C#N)C=CC=C1 (2-chlorobenzonitrile). The solvent is CN(C=O)C (DMF), CN(C=O)C (N,N-dimethylformamide). Run at time 1 hour. The product is C(#N)C1=C(C(C2=CC=C(C=C2)F)C#N)C=CC=C1 (2-cyano-4'-fluorobenzhydrylcyanide). Reaction SMILES: CC(C)([O-])C.[K+].[F:7][C:8]1[CH:16]=[CH:15][C:11]([CH2:12][C:13]#[N:14])=[CH:10][CH:9]=1.Cl[C:18]1[CH:25]=[CH:24][CH:23]=[CH:22][C:19]=1[C:20]#[N:21]>CN(C)C=O>[C:20]([C:19]1[CH:22]=[CH:23][CH:24]=[CH:25][C:18]=1[CH:12]([C:13]#[N:14])[C:11]1[CH:15]=[CH:16][C:8]([F:7])=[CH:9][CH:10]=1)#[N:21] |f:0.1|. Procedure: To a stirred solution of 700 gr potassium tert-butoxide in 3.6 ltr N,N-dimethylformamide (DMF) is added gradually a solution of 401.4 gr 4-fluorobenzylcyanide and 429.2 gr 2-chlorobenzonitrile in 1.2 ltr DMF, maintaining an internal temperature between 25° C. and 30° C. (ice bath). The reaction mixture is subsequently stirred for one hour at ambient temperature and quenched with dilute hydrochloric acid. Extractive work-up with diethylether gives the product 2-cyano-4'-fluorobenzhydrylcyanide.